Dataset: the Open Reaction Database (ORD), a public repository of structured organic reaction records. Task: describe an organic reaction: reactants, conditions, products, and yield Reactants: Cc1ccc(-c2ccccc2)cc1CO, COC(C)(C)C, CCOCC, O, BrP(Br)Br. The product is Cc1ccc(-c2ccccc2)cc1CBr. Reaction SMILES: [CH3:1][c:2]1[c:3]([CH2:4][OH:5])[cH:6][c:7](-[c:10]2[cH:11][cH:12][cH:13][cH:14][cH:15]2)[cH:8][cH:9]1.[CH3:21][O:22][C:23]([CH3:24])([CH3:25])[CH3:26].[CH3:27][CH2:28][O:29][CH2:30][CH3:31].[OH2:20].[P:16]([Br:17])([Br:18])[Br:19]>>[CH3:1][c:2]1[c:3]([CH2:4][Br:17])[cH:6][c:7](-[c:10]2[cH:11][cH:12][cH:13][cH:14][cH:15]2)[cH:8][cH:9]1.